This data is from the Open Reaction Database (ORD), a public repository of structured organic reaction records. The task is: describe an organic reaction: reactants, conditions, products, and yield The reactants are CC(C)C(NC(=O)OCc1ccccc1)C(=O)OCCC(=O)O, CCCC[N+](CCCC)(CCCC)CCCC, C1COCCO1, ClCI, [OH-]. Yields the product CC(C)C(NC(=O)OCc1ccccc1)C(=O)OCCC(=O)OCCl. As a reaction SMILES: [CH2:1]([c:2]1[cH:3][cH:4][cH:5][cH:6][cH:7]1)[O:8][C:9](=[O:10])[NH:11][CH:12]([CH:13]([CH3:14])[CH3:15])[C:16](=[O:17])[O:18][CH2:19][CH2:20][C:21](=[O:22])[OH:23].[CH2:25]([N+:26]([CH2:27][CH2:28][CH2:29][CH3:30])([CH2:31][CH2:32][CH2:33][CH3:34])[CH2:35][CH2:36][CH2:37][CH3:38])[CH2:39][CH2:40][CH3:41].[CH2:45]1[O:46][CH2:47][CH2:48][O:49][CH2:50]1.[Cl:42][CH2:43][I:44].[OH-:24]>>[CH2:1]([c:2]1[cH:3][cH:4][cH:5][cH:6][cH:7]1)[O:8][C:9](=[O:10])[NH:11][CH:12]([CH:13]([CH3:14])[CH3:15])[C:16](=[O:17])[O:18][CH2:19][CH2:20][C:21](=[O:22])[O:23][CH2:43][Cl:42]. The reactants are BrC=1C=CC2=C(N=CO2)C1OC1=CC=CC=C1 (5-bromo-4-phenoxy-1,3-benzoxazole), CN1C(C2=C(C(=C1)B1OC(C(O1)(C)C)(C)C)C=CN2S(=O)(=O)C2=CC=C(C=C2)C)=O (6-methyl-1[(4-methylphenyl)sulfonyl]-4-(4,4,5,5-tetramethyl-1,3,2-dioxaborolan-2-yl)-1,6-dihydro-7H-pyrrolo[2,3-c]pyridin-7-one). Product: CN1C(C2=C(C(=C1)C=1C=CC3=C(N=CO3)C1OC1=CC=CC=C1)C=CN2S(=O)(=O)C2=CC=C(C=C2)C)=O (6-Methyl-1-[(4-methylphenyl)sulfonyl]-4-(4-phenoxy-1,3-benzoxazol-5-yl)-1,6-dihydro-7H-pyrrolo[2,3-c]pyridin-7-one). RXN SMILES: Br[C:2]1[CH:3]=[CH:4][C:5]2[O:9][CH:8]=[N:7][C:6]=2[C:10]=1[O:11][C:12]1[CH:17]=[CH:16][CH:15]=[CH:14][CH:13]=1.[CH3:18][N:19]1[CH:24]=[C:23](B2OC(C)(C)C(C)(C)O2)[C:22]2[CH:34]=[CH:35][N:36]([S:37]([C:40]3[CH:45]=[CH:44][C:43]([CH3:46])=[CH:42][CH:41]=3)(=[O:39])=[O:38])[C:21]=2[C:20]1=[O:47]>>[CH3:18][N:19]1[CH:24]=[C:23]([C:2]2[CH:3]=[CH:4][C:5]3[O:9][CH:8]=[N:7][C:6]=3[C:10]=2[O:11][C:12]2[CH:17]=[CH:16][CH:15]=[CH:14][CH:13]=2)[C:22]2[CH:34]=[CH:35][N:36]([S:37]([C:40]3[CH:45]=[CH:44][C:43]([CH3:46])=[CH:42][CH:41]=3)(=[O:39])=[O:38])[C:21]=2[C:20]1=[O:47]. Procedure details: This compound was synthesized according to the procedure of Example 10, Step 5, using 5-bromo-4-phenoxy-1,3-benzoxazole and 6-methyl-1[(4-methylphenyl)sulfonyl]-4-(4,4,5,5-tetramethyl-1,3,2-dioxaborolan-2-yl)-1,6-dihydro-7H-pyrrolo[2,3-c]pyridin-7-one as the starting materials. LCMS calculated for C28H22N3O5S (M+H)+: m/z=512.1. found: 512.0. The reactants are COC(CC1=CC=C(C=C1)B1OC(C(O1)(C)C)(C)C)=O ([4-(4,4,5,5-Tetramethyl-[1,3,2]dioxaborolan-2-yl)-phenyl]-acetic acid methyl ester), [O-]P(=O)([O-])[O-].[K+].[K+].[K+] (K3PO4), C(Cl)Cl (CH2Cl2), ClC1=NC=2N(C(=C1)N(COCC[Si](C)(C)C)COCC[Si](C)(C)C)N=CC2C=2C=NC1=CC=CC=C1C2 ((5-Chloro-3-quinolin-3-yl-pyrazolo[1,5-a]pyrimidin-7-yl)-bis-(2-trimethylsilanyl-ethoxymethyl)-amine). The reagents and catalysts are C1=CC=C(C=C1)P([C-]2C=CC=C2)C3=CC=CC=C3.C1=CC=C(C=C1)P([C-]2C=CC=C2)C3=CC=CC=C3.Cl[Pd]Cl.[Fe+2] (PdCl2(dppf)). The solvent is O1CCOCC1 (dioxane). Run at temperature 100 celsius, time 18 hour. The product is NC1=CC(=NC=2N1N=CC2C=2C=NC1=CC=CC=C1C2)C2=CC=C(C=C2)CC(=O)O ([4-(7-Amino-3-quinolin-3-yl-pyrazolo[1,5-a]pyrimidin-5-yl)-phenyl]-acetic acid). The yield is 61.5%. Reaction SMILES: C[O:2][C:3](=[O:20])[CH2:4][C:5]1[CH:10]=[CH:9][C:8](B2OC(C)(C)C(C)(C)O2)=[CH:7][CH:6]=1.[O-]P([O-])([O-])=O.[K+].[K+].[K+].C(Cl)Cl.Cl[C:33]1[CH:38]=[C:37]([N:39](COCC[Si](C)(C)C)COCC[Si](C)(C)C)[N:36]2[N:56]=[CH:57][C:58]([C:59]3[CH:60]=[N:61][C:62]4[C:67]([CH:68]=3)=[CH:66][CH:65]=[CH:64][CH:63]=4)=[C:35]2[N:34]=1>O1CCOCC1.C1C=CC(P(C2C=CC=CC=2)[C-]2C=CC=C2)=CC=1.C1C=CC(P(C2C=CC=CC=2)[C-]2C=CC=C2)=CC=1.Cl[Pd]Cl.[Fe+2]>[NH2:39][C:37]1[N:36]2[N:56]=[CH:57][C:58]([C:59]3[CH:60]=[N:61][C:62]4[C:67]([CH:68]=3)=[CH:66][CH:65]=[CH:64][CH:63]=4)=[C:35]2[N:34]=[C:33]([C:8]2[CH:7]=[CH:6][C:5]([CH2:4][C:3]([OH:2])=[O:20])=[CH:10][CH:9]=2)[CH:38]=1 |f:1.2.3.4,8.9.10.11|. Procedure: [4-(4,4,5,5-Tetramethyl-[1,3,2]dioxaborolan-2-yl)-phenyl]-acetic acid methyl ester (0.576 mmol, 160 mg), K3PO4 (0.864 mmol, 183 mg), and PdCl2(dppf).CH2Cl2 (0.029 mmol, 24 mg) was added to a solution of (5-Chloro-3-quinolin-3-yl-pyrazolo[1,5-a]pyrimidin-7-yl)-bis-(2-trimethylsilanyl-ethoxymethyl)-amine (0.288 mmol, 160 mg) in dioxane (2 mL). To this suspension was added distilled H2O (0.2 mL). The resulting solution was stirred at 100° C. under an argon atmosphere for 18 hours. The reaction mixt...